describe an organic reaction: reactants, conditions, products, and yield From a dataset of the Open Reaction Database (ORD), a public repository of structured organic reaction records. Reactants: NC1=NC(=CC(=N1)N)O (2,4-diamino-6-hydroxypyrimidine), C(=O)(C)O[Na] (AcONa), BrC(CC=O)C(C)C (3-bromo-4-methyl-pentanal). Run in CC#N (CH3CN), O (H2O). Reaction conditions: temperature 25 celsius, time 8 hour. Product: NC=1NC(C2=C(N1)NC=C2C(C)C)=O (2-amino-5-isopropyl-3,7-dihydro-pyrrolo[2,3-d]pyrimidin-4-one). The yield is 39.5%. RXN SMILES: [NH2:1][C:2]1[N:7]=[C:6]([NH2:8])[CH:5]=[C:4]([OH:9])[N:3]=1.C(O[Na])(C)=O.Br[CH:16]([CH:20]([CH3:22])[CH3:21])[CH2:17]C=O>CC#N.O>[NH2:1][C:2]1[NH:3][C:4](=[O:9])[C:5]2[C:16]([CH:20]([CH3:22])[CH3:21])=[CH:17][NH:8][C:6]=2[N:7]=1. Procedure: A suspension of 2,4-diamino-6-hydroxypyrimidine (6.68 g, 50 mmol), AcONa (8.3 g 100 mmol) and 3-bromo-4-methyl-pentanal (8.76 g, 50 mmol) in CH3CN (100 mL) and H2O (100 mL) was stirred at 25° C. overnight whereupon the starting materials gradually dissolved and the desired pyrrolo[2,3-d]pyrimidine precipitated. The precipitate was collected by filtration and washed with MeOH to give 2-amino-5-isopropyl-3,7-dihydro-pyrrolo[2,3-d]pyrimidin-4-one (3.80 g, 40%). HPLC Rt: 4.408 min. 1H-NMR (DMSO-d6):...